This data is from the Open Reaction Database (ORD), a public repository of structured organic reaction records. The task is: describe an organic reaction: reactants, conditions, products, and yield Starting materials: C1CCOC1, Cl, COC(=O)C1(NC(=O)NC(Cc2ccccc2)(c2ccc(F)cc2)c2cc(F)cc(OC(F)(F)C(F)F)c2)CC1. The product is O=C(NC1(CO)CC1)NC(Cc1ccccc1)(c1ccc(F)cc1)c1cc(F)cc(OC(F)(F)C(F)F)c1. As a reaction SMILES: [CH2:42]1[O:43][CH2:44][CH2:45][CH2:46]1.[ClH:41].[F:1][c:2]1[cH:3][c:4]([C:15]([CH2:16][c:17]2[cH:18][cH:19][cH:20][cH:21][cH:22]2)([c:23]2[cH:24][cH:25][c:26]([F:29])[cH:27][cH:28]2)[NH:30][C:31]([NH:32][C:33]2([C:36](=[O:37])[O:38][CH3:39])[CH2:34][CH2:35]2)=[O:40])[cH:5][c:6]([O:8][C:9]([CH:10]([F:11])[F:12])([F:13])[F:14])[cH:7]1>>[F:1][c:2]1[cH:3][c:4]([C:15]([CH2:16][c:17]2[cH:18][cH:19][cH:20][cH:21][cH:22]2)([c:23]2[cH:24][cH:25][c:26]([F:29])[cH:27][cH:28]2)[NH:30][C:31]([NH:32][C:33]2([CH2:36][OH:37])[CH2:34][CH2:35]2)=[O:40])[cH:5][c:6]([O:8][C:9]([CH:10]([F:11])[F:12])([F:13])[F:14])[cH:7]1. Reactants: FC1=C(C=CC=C1F)CSC1=NC(=C(C(=N1)N)N=O)N (2-[[(2,3-Difluorophenyl)methyl]thio]-5-nitroso-4,6-pyrimidinediamine), [O-]S(=O)S(=O)[O-].[Na+].[Na+] (Na2S2O4), S(O)(O)(=O)=O (sulphuric acid). The solvent is O (water). Reaction conditions: temperature 0 celsius. Product: FC1=C(C=CC=C1F)CSC1=NC(=C(C(=N1)N)N)N (2-[[(2,3-Difluorophenyl)methyl]thio]-4,5,6-pyrimidinetriamine). RXN SMILES: [F:1][C:2]1[C:7]([F:8])=[CH:6][CH:5]=[CH:4][C:3]=1[CH2:9][S:10][C:11]1[N:16]=[C:15]([NH2:17])[C:14]([N:18]=O)=[C:13]([NH2:20])[N:12]=1.[O-]S(S([O-])=O)=O.[Na+].[Na+].S(=O)(=O)(O)O>O>[F:1][C:2]1[C:7]([F:8])=[CH:6][CH:5]=[CH:4][C:3]=1[CH2:9][S:10][C:11]1[N:12]=[C:13]([NH2:20])[C:14]([NH2:18])=[C:15]([NH2:17])[N:16]=1 |f:1.2.3|. Procedure: To a suspension of the product of example 2, step (b) (2 g) in boiling water (40 ml) was added Na2S2O4 (5.4 g) portion-wise. The suspension was allowed to cool and then 50% sulphuric acid was added slowly and then the mixture was cooled to 0° C. The solid was isolated by filtration and washed with cold water, then dried over P2O5 at 50° C. to give the sub-titled product as a yellow solid. Reactants: CN(CCOc1cc(N=[N+]=[N-])nc(N2CCOCC2)n1)C(=O)OC(C)(C)C, CO, [H][H], C1CCOC1. Yields the product CN(CCOc1cc(N)nc(N2CCOCC2)n1)C(=O)OC(C)(C)C. Reaction SMILES: [C:1]([CH3:2])([CH3:3])([CH3:4])[O:5][C:6]([N:7]([CH3:8])[CH2:9][CH2:10][O:11][c:12]1[n:13][c:14]([N:21]2[CH2:22][CH2:23][O:24][CH2:25][CH2:26]2)[n:15][c:16]([N:18]=[N+:19]=[N-:20])[cH:17]1)=[O:27].[CH3:35][OH:36].[H:28][H:29].[O:30]1[CH2:31][CH2:32][CH2:33][CH2:34]1>>[C:1]([CH3:2])([CH3:3])([CH3:4])[O:5][C:6]([N:7]([CH3:8])[CH2:9][CH2:10][O:11][c:12]1[n:13][c:14]([N:21]2[CH2:22][CH2:23][O:24][CH2:25][CH2:26]2)[n:15][c:16]([NH2:18])[cH:17]1)=[O:27]. Starting materials: [Al+3], C1CCOC1, CCOC(C)=O, COC(=O)c1ccc(C)nc1, [H-], [H-], [H-], [H-], [Li+]. The product is Cc1ccc(C=O)cn1. Reaction SMILES: [Al+3:13].[CH2:24]1[O:25][CH2:26][CH2:27][CH2:28]1.[CH3:18][CH2:19][O:20][C:21](=[O:22])[CH3:23].[CH3:1][c:2]1[n:3][cH:4][c:5]([C:6](=[O:7])[O:8][CH3:9])[cH:10][cH:11]1.[H-:12].[H-:15].[H-:16].[H-:17].[Li+:14]>>[CH3:1][c:2]1[n:3][cH:4][c:5]([CH:6]=[O:7])[cH:10][cH:11]1. The reactants are [BH4-], CO, COC(=O)COCCCCN1C(=O)CCC1C=CC(=O)Cc1cccc(Cl)c1, ClCCl, Cl, [Na+]. The product is COC(=O)COCCCCN1C(=O)CCC1C=CC(O)Cc1cccc(Cl)c1. Reaction SMILES: [BH4-:1].[CH3:31][OH:32].[CH3:3][O:4][C:5]([CH2:6][O:7][CH2:8][CH2:9][CH2:10][CH2:11][N:12]1[CH:13]([CH:18]=[CH:19][C:20]([CH2:21][c:22]2[cH:23][c:24]([Cl:28])[cH:25][cH:26][cH:27]2)=[O:29])[CH2:14][CH2:15][C:16]1=[O:17])=[O:30].[Cl:34][CH2:35][Cl:36].[ClH:33].[Na+:2]>>[CH3:3][O:4][C:5]([CH2:6][O:7][CH2:8][CH2:9][CH2:10][CH2:11][N:12]1[CH:13]([CH:18]=[CH:19][CH:20]([CH2:21][c:22]2[cH:23][c:24]([Cl:28])[cH:25][cH:26][cH:27]2)[OH:29])[CH2:14][CH2:15][C:16]1=[O:17])=[O:30]. Reactants: C1(=CC=CC=C1)C (toluene), O.C1(=CC=C(C=C1)S(=O)(=O)O)C (p-toluenesulfonic acid hydrate), C[Mg]Br (methylmagnesium bromide), a3, C(C)OCC (diethyl ether), Cl (HCl). The product is CC=1CC2=CC=CC(=C2C1)CC (2-Methyl-4-ethylindene). As a reaction SMILES: C[Mg]Br.Cl.[C:5]1([CH3:11])[CH:10]=[CH:9][CH:8]=[CH:7][CH:6]=1.O.[C:13]1(C)[CH:18]=CC(S(O)(=O)=O)=C[CH:14]=1.[CH2:24](OCC)[CH3:25]>>[CH3:18][C:13]1[CH2:11][C:5]2[C:10]([CH:14]=1)=[C:9]([CH2:24][CH3:25])[CH:8]=[CH:7][CH:6]=2 |f:3.4|. Reported procedure: 140 ml (420 mmol) of a 3 M ethereal methylmagnesium bromide solution were added to a solution of 22.4 g (140 mmol) of a3 in 500 ml of diethyl ether at room temperature under Ar protection in the course of 1 hour. The mixture was then stirred under reflux at room temperature for another 2 hours, and was stirred at room temperature for a further 15 hours. The mixture was poured onto ice acidified with HCl, and extracted with ether. After the extract had been dried over sodium sulfate, the solvent ... The reactants are C(C)(C)(C)OC(N(CCC=1N=CN(C1)C(C1=CC=CC=C1)(C1=CC=CC=C1)C1=CC=CC=C1)[C@@H]1C(N(CC1)C1=CC=CC2=CC=C(C=C12)O[Si](C1=CC=CC=C1)(C1=CC=CC=C1)C(C)(C)C)=O)=O ((S)-{1-[7-(tert-butyldiphenylsilyloxy)naphthalen-1-yl]-2-oxo-pyrrolidin-3-yl}-{2-[1-(triphenylmethyl)-1H-imidazol-4-yl]ethyl}carbamic acid tert-butyl ester), FC(S(=O)(=O)OS(=O)(=O)C(F)(F)F)(F)F (trifluoromethanesulfonic anhydride), C(#N)C1=C(C=C(CO)C=C1)F (4-cyano-3-fluorobenzyl alcohol), C(C)(C)N(C(C)C)CC (N,N-diisopropylethylamine). Solvent: C(Cl)Cl (CH2Cl2). Run at time 18 hour. Yields the product C(C)(C)(C)OC(N(CCC=1N(C=NC1)CC1=CC(=C(C=C1)C#N)F)[C@@H]1C(N(CC1)C1=CC=CC2=CC=C(C=C12)O[Si](C1=CC=CC=C1)(C1=CC=CC=C1)C(C)(C)C)=O)=O ((S)-{1-[7-(tert-Butyldiphenylsilyloxy)naphthalen-1-yl]-2-oxo-pyrrolidin-3-yl}-{2-[3-(4-cyano-3-fluorobenzyl)-3H-imidazol-4-yl]ethyl}carbamic Acid tert-Butyl Ester). As a reaction SMILES: [C:1]([O:5][C:6](=[O:68])[N:7]([C@H:34]1[CH2:38][CH2:37][N:36]([C:39]2[C:48]3[C:43](=[CH:44][CH:45]=[C:46]([O:49][Si:50]([C:63]([CH3:66])([CH3:65])[CH3:64])([C:57]4[CH:62]=[CH:61][CH:60]=[CH:59][CH:58]=4)[C:51]4[CH:56]=[CH:55][CH:54]=[CH:53][CH:52]=4)[CH:47]=3)[CH:42]=[CH:41][CH:40]=2)[C:35]1=[O:67])[CH2:8][CH2:9][C:10]1[N:11]=[CH:12][N:13](C(C2C=CC=CC=2)(C2C=CC=CC=2)C2C=CC=CC=2)[CH:14]=1)([CH3:4])([CH3:3])[CH3:2].[C:69]([C:71]1[CH:78]=[CH:77][C:74]([CH2:75]O)=[CH:73][C:72]=1[F:79])#[N:70].C(N(CC)C(C)C)(C)C.FC(F)(F)S(OS(C(F)(F)F)(=O)=O)(=O)=O>C(Cl)Cl>[C:1]([O:5][C:6](=[O:68])[N:7]([C@H:34]1[CH2:38][CH2:37][N:36]([C:39]2[C:48]3[C:43](=[CH:44][CH:45]=[C:46]([O:49][Si:50]([C:63]([CH3:66])([CH3:65])[CH3:64])([C:51]4[CH:52]=[CH:53][CH:54]=[CH:55][CH:56]=4)[C:57]4[CH:62]=[CH:61][CH:60]=[CH:59][CH:58]=4)[CH:47]=3)[CH:42]=[CH:41][CH:40]=2)[C:35]1=[O:67])[CH2:8][CH2:9][C:10]1[N:11]([CH2:75][C:74]2[CH:77]=[CH:78][C:71]([C:69]#[N:70])=[C:72]([F:79])[CH:73]=2)[CH:12]=[N:13][CH:14]=1)([CH3:4])([CH3:2])[CH3:3]. Procedure details: To a stirred solution of (S)-{1-[7-(tert-butyldiphenylsilyloxy)naphthalen-1-yl]-2-oxo-pyrrolidin-3-yl}-{2-[1-(triphenylmethyl)-1H-imidazol-4-yl]ethyl}carbamic acid tert-butyl ester, as described above in Step G, (720 mg, 0.785 mmol) and 4-cyano-3-fluorobenzyl alcohol, as described above in Step H, (142 mg, 0.940 mmol) in dry CH2Cl2 (7 mL) were added N,N-diisopropylethylamine (0.342 mL, 1.96 mmol), followed by trifluoromethanesulfonic anhydride (0.158 mL, 0.940 mmol), dropwise. The reaction mixtu... Starting materials: COc1ccc(C(=O)OC(C(=O)O)(C(=O)c2ccc(OC)cc2)C(O)C(=O)O)cc1, COc1ccc(-n2cnnn2)cc1C(=O)N1CCC(CCOS(C)(=O)=O)(c2ccccc2)C1, Fc1ccc(Cn2c(N3CCCNCC3)nc3ccccc32)cc1, I, OCCC1(c2ccccc2)CCNC1. Yields the product COc1ccc(-n2cnnn2)cc1C(=O)N1CCC(CCN2CCCN(c3nc4ccccc4n3Cc3ccc(F)cc3)CC2)(c2ccccc2)C1. As a reaction SMILES: [C:34]([O:35][C:36]([C:37](=[O:38])[c:39]1[cH:40][cH:41][c:42]([O:43][CH3:44])[cH:45][cH:46]1)([CH:47]([C:48]([OH:49])=[O:50])[OH:51])[C:52]([OH:53])=[O:54])(=[O:55])[c:56]1[cH:57][cH:58][c:59]([O:60][CH3:61])[cH:62][cH:63]1.[CH3:1][O:2][c:3]1[c:4]([C:5](=[O:6])[N:7]2[CH2:8][C:9]([CH2:12][CH2:13][O:14][S:15]([CH3:16])(=[O:17])=[O:18])([c:19]3[cH:20][cH:21][cH:22][cH:23][cH:24]3)[CH2:10][CH2:11]2)[cH:25][c:26](-[n:29]2[n:30][n:31][n:32][cH:33]2)[cH:27][cH:28]1.[F:79][c:80]1[cH:81][cH:82][c:83]([CH2:84][n:85]2[c:86]([N:94]3[CH2:95][CH2:96][NH:97][CH2:98][CH2:99][CH2:100]3)[n:87][c:88]3[c:89]2[cH:90][cH:91][cH:92][cH:93]3)[cH:101][cH:102]1.[IH:78].[c:64]1([C:65]2([CH2:66][CH2:67][OH:68])[CH2:69][CH2:70][NH:71][CH2:72]2)[cH:73][cH:74][cH:75][cH:76][cH:77]1>>[CH3:1][O:2][c:3]1[c:4]([C:5](=[O:6])[N:7]2[CH2:8][C:9]([CH2:12][CH2:13][N:97]3[CH2:96][CH2:95][N:94]([c:86]4[n:85]([CH2:84][c:83]5[cH:82][cH:81][c:80]([F:79])[cH:102][cH:101]5)[c:89]5[c:88]([n:87]4)[cH:93][cH:92][cH:91][cH:90]5)[CH2:100][CH2:99][CH2:98]3)([c:19]3[cH:20][cH:21][cH:22][cH:23][cH:24]3)[CH2:10][CH2:11]2)[cH:25][c:26](-[n:29]2[n:30][n:31][n:32][cH:33]2)[cH:27][cH:28]1. Isolated yield 352.4%. RXN SMILES: [CH3:1][O:2][CH2:3][CH2:4][CH2:5][CH2:6][CH2:7][O:8][CH:9]1[CH2:14][CH2:13][N:12]([C:15]2[CH:20]=[CH:19][C:18]([C:21]#[N:22])=[CH:17][CH:16]=2)[CH2:11][CH2:10]1.N[NH:24][C:25]([NH2:27])=[S:26].O.[OH-].[Na+]>C1(C)C=CC=CC=1.FC(F)(F)C(O)=O.C1COCC1.CO.C(OCC)(=O)C>[NH2:27][C:25]1[S:26][C:21]([C:18]2[CH:19]=[CH:20][C:15]([N:12]3[CH2:13][CH2:14][CH:9]([O:8][CH2:7][CH2:6][CH2:5][CH2:4][CH2:3][O:2][CH3:1])[CH2:10][CH2:11]3)=[CH:16][CH:17]=2)=[N:22][N:24]=1 |f:3.4|. Solvent: C1CCOC1 (THF), CO (methanol), C1(=CC=CC=C1)C (toluene), FC(C(=O)O)(F)F (trifluoroacetic acid), C(C)(=O)OCC (ethyl acetate). Yields the product NC=1SC(=NN1)C1=CC=C(C=C1)N1CCC(CC1)OCCCCCOC (2-amino-5-[4-[4-(5-methoxypentyloxy)-piperidin-1-yl]phenyl]-1,3,4-thiadiazole). Reported procedure: A solution of 4-(5-methoxypentyloxy)-N-(4-cyanophenyl)piperidine (294 mg) and thiosemicarbazide (0.68 g) in toluene (20 ml) and trifluoroacetic acid (10 ml) was stirred at 60-65° C. for 7 hours. After cooling, the reaction mixture was poured into a mixture of water (100 ml) and ethyl acetate (200 ml) and adjusted to pH 10 with 1N-sodium hydroxide. The mixture was dissolved in a mixture of THF (50 ml) and methanol (10 ml). The organic layer was separated, washed with saturated aqueous sodium chlo... Reactants: COCCCCCOC1CCN(CC1)C1=CC=C(C=C1)C#N (4-(5-methoxypentyloxy)-N-(4-cyanophenyl)piperidine), NNC(=S)N (thiosemicarbazide), O (water), [OH-].[Na+] (sodium hydroxide).